This data is from the Open Reaction Database (ORD), a public repository of structured organic reaction records. The task is: describe an organic reaction: reactants, conditions, products, and yield The reactants are [H][H] (hydrogen), benzyl, C(C1=CC=CC=C1)OC(C1=CC=C(C=C1)C(=O)O[C@H](CCCCCC)C(F)(F)F)=O (4-((R)-1-trifluoromethylheptyloxycarbonyl)benzoic acid benzyl ester). Reagents/catalysts: [Pd] (palladium/carbon). The solvent is O1CCCC1 (tetrahydrofuran). The product is FC([C@@H](CCCCCC)OC(=O)C1=CC=C(C(=O)O)C=C1)(F)F (4-((R)-1-trifluoromethylheptyloxycarbonyl)benzoic acid). The yield is 98.9%. Reaction SMILES: C([O:8][C:9](=[O:30])[C:10]1[CH:15]=[CH:14][C:13]([C:16]([O:18][C@@H:19]([C:26]([F:29])([F:28])[F:27])[CH2:20][CH2:21][CH2:22][CH2:23][CH2:24][CH3:25])=[O:17])=[CH:12][CH:11]=1)C1C=CC=CC=1.[H][H]>[Pd].O1CCCC1>[F:27][C:26]([F:28])([F:29])[C@H:19]([O:18][C:16]([C:13]1[CH:14]=[CH:15][C:10]([C:9]([OH:30])=[O:8])=[CH:11][CH:12]=1)=[O:17])[CH2:20][CH2:21][CH2:22][CH2:23][CH2:24][CH3:25]. Procedure: Then, 0.07 g of 5% palladium/carbon and 10 ml of a tetrahydrofuran solution containing 0.63 g of 4-((R)-1-trifluoromethylheptyloxycarbonyl)benzoic acid benzyl ester were stirred overnight at room temperature in a stream of hydrogen to decompose a benzyl protective group by hydrogenation. 5% palladium/carbon was removed using Celite as a filter aid, and the filtrate was concentrated. The concentrate obtained was purified by column chromatography to obtain 0.49 g of 4-((R)-1-trifluoromethylheptylo... Starting materials: solution ( 1 ), C1(=CC=CC=C1)O (phenol), S(O)(O)(=O)=O (sulfuric acid), ( I ). Run at time 3 hour. Product: C1=CC(=CC=C1C2=CC=C(C=C2)O)O (p,p'-biphenol). The yield is 91.0%. As a reaction SMILES: [C:1]1([OH:7])[CH:6]=[CH:5][CH:4]=[CH:3][CH:2]=1.S(=O)(=O)(O)O>>[CH:3]1[C:4]([C:4]2[CH:5]=[CH:6][C:1]([OH:7])=[CH:2][CH:3]=2)=[CH:5][CH:6]=[C:1]([OH:7])[CH:2]=1. Reported procedure: The procedures of Example 12 were repeated except that 10.0 g of reaction solution (1) obtained in Example 12, 0.1 g of phenol (solvent) and 0.04 g of sulfuric acid (catalyst) were added to the whole portion of mother liquor (I) obtained in Example 12 and that reaction was performed at 185° C. for 3 hours to produce p,p'-biphenol. Reactants: CCc1cnc(CCNC(=O)Nc2nc(C)c(-c3cc(C)nc(S(C)(=O)=O)n3)s2)o1, CNC, CN(C)C=O. Yields the product CCc1cnc(CCNC(=O)Nc2nc(C)c(-c3cc(C)nc(N(C)C)n3)s2)o1. RXN SMILES: [CH2:1]([CH3:2])[c:3]1[cH:4][n:5][c:6]([CH2:8][CH2:9][NH:10][C:11](=[O:12])[NH:13][c:14]2[s:15][c:16](-[c:20]3[n:21][c:22]([S:27]([CH3:28])(=[O:29])=[O:30])[n:23][c:24]([CH3:26])[cH:25]3)[c:17]([CH3:19])[n:18]2)[o:7]1.[CH3:31][NH:32][CH3:33].[O:34]=[CH:35][N:36]([CH3:37])[CH3:38]>>[CH2:1]([CH3:2])[c:3]1[cH:4][n:5][c:6]([CH2:8][CH2:9][NH:10][C:11](=[O:12])[NH:13][c:14]2[s:15][c:16](-[c:20]3[n:21][c:22]([N:32]([CH3:31])[CH3:33])[n:23][c:24]([CH3:26])[cH:25]3)[c:17]([CH3:19])[n:18]2)[o:7]1.